This data is from the Open Reaction Database (ORD), a public repository of structured organic reaction records. The task is: describe an organic reaction: reactants, conditions, products, and yield Reaction SMILES: [CH3:26][N:27]([CH3:28])[CH:29]=[O:30].[Cl:18][N:19]1[C:20](=[O:21])[CH2:22][CH2:23][C:24]1=[O:25].[OH2:31].[cH:1]1[n:2][cH:3][n:4]2[c:5]1[CH:6]1[N:7]([C:8](=[O:15])[c:9]3[c:10]-2[cH:11][cH:12][cH:13][cH:14]3)[CH2:16][CH2:17]1>>[c:1]1([Cl:18])[n:2][cH:3][n:4]2[c:5]1[CH:6]1[N:7]([C:8](=[O:15])[c:9]3[c:10]-2[cH:11][cH:12][cH:13][cH:14]3)[CH2:16][CH2:17]1. The reactants are CN(C)C=O, O=C1CCC(=O)N1Cl, O, O=C1c2ccccc2-n2cncc2C2CCN12. Product: O=C1c2ccccc2-n2cnc(Cl)c2C2CCN12.